From a dataset of the Open Reaction Database (ORD), a public repository of structured organic reaction records. describe an organic reaction: reactants, conditions, products, and yield Procedure: To a solution of 4-(6-(2((4-benzylmorpholin-2-yl)methylamino)-6-(trifluoromethyl)pyridin-3-yl)pyrimidin-4-yloxy)benzo[d]thiazol-2-amine, Example 1(c), (110 mg, 0.18 mmol) and DMAP (10 mg, 0.08 mmol, Aldrich) in DCM (8 mL) was added acetic anhydride (90 μL, 0.9 mmol, Aldrich). The mixture was stirred at room temperature for 18 h and evaporated under reduced pressure. The residue was dissolved in EtOAc and the solution was washed with a sat. aqueous solution of NaHCO3, H2O and brine, dried over Na... Solvent: C(Cl)Cl (DCM). Reagents/catalysts: CN(C)C=1C=CN=CC1 (DMAP). RXN SMILES: [CH2:1]([N:8]1[CH2:13][CH2:12][O:11][CH:10]([CH2:14][NH:15][C:16]2[C:21]([C:22]3[N:27]=[CH:26][N:25]=[C:24]([O:28][C:29]4[C:34]5[N:35]=[C:36]([NH2:38])[S:37][C:33]=5[CH:32]=[CH:31][CH:30]=4)[CH:23]=3)=[CH:20][CH:19]=[C:18]([C:39]([F:42])([F:41])[F:40])[N:17]=2)[CH2:9]1)[C:2]1[CH:7]=[CH:6][CH:5]=[CH:4][CH:3]=1.[C:43](OC(=O)C)(=[O:45])[CH3:44]>CN(C1C=CN=CC=1)C.C(Cl)Cl>[CH2:1]([N:8]1[CH2:13][CH2:12][O:11][CH:10]([CH2:14][NH:15][C:16]2[C:21]([C:22]3[N:27]=[CH:26][N:25]=[C:24]([O:28][C:29]4[C:34]5[N:35]=[C:36]([NH:38][C:43](=[O:45])[CH3:44])[S:37][C:33]=5[CH:32]=[CH:31][CH:30]=4)[CH:23]=3)=[CH:20][CH:19]=[C:18]([C:39]([F:41])([F:42])[F:40])[N:17]=2)[CH2:9]1)[C:2]1[CH:3]=[CH:4][CH:5]=[CH:6][CH:7]=1. Conditions: time 18 hour. Reactants: C(C1=CC=CC=C1)N1CC(OCC1)CNC1=NC(=CC=C1C1=CC(=NC=N1)OC1=CC=CC2=C1N=C(S2)N)C(F)(F)F (4-(6-(2((4-benzylmorpholin-2-yl)methylamino)-6-(trifluoromethyl)pyridin-3-yl)pyrimidin-4-yloxy)benzo[d]thiazol-2-amine), C(C)(=O)OC(C)=O (acetic anhydride). Product: C(C1=CC=CC=C1)N1CC(OCC1)CNC1=NC(=CC=C1C1=CC(=NC=N1)OC1=CC=CC2=C1N=C(S2)NC(C)=O)C(F)(F)F (N-(4-(6-(2((4-Benzylmorpholin-2-yl)methylamino)-6-(trifluoromethyl)-pyridin-3-yl)pyrimidin-4-yloxy)benzo[d]thiazol-2-yl)acetamide).